Dataset: the Open Reaction Database (ORD), a public repository of structured organic reaction records. Task: describe an organic reaction: reactants, conditions, products, and yield Reaction SMILES: [CH:1]1([NH:4][CH2:5][C:6]2[S:10][C:9](B(O)O)=[CH:8][CH:7]=2)[CH2:3][CH2:2]1.Br[C:15]1[CH:16]=[C:17]2[C:21](=[C:22]([C:24]([NH2:26])=[O:25])[CH:23]=1)[NH:20][CH:19]=[C:18]2[CH:27]1[CH2:32][CH2:31][N:30]([S:33]([CH2:36][CH3:37])(=[O:35])=[O:34])[CH2:29][CH2:28]1.C(=O)([O-])[O-].[K+].[K+]>C1C=CC([P]([Pd]([P](C2C=CC=CC=2)(C2C=CC=CC=2)C2C=CC=CC=2)([P](C2C=CC=CC=2)(C2C=CC=CC=2)C2C=CC=CC=2)[P](C2C=CC=CC=2)(C2C=CC=CC=2)C2C=CC=CC=2)(C2C=CC=CC=2)C2C=CC=CC=2)=CC=1>[CH:1]1([NH:4][CH2:5][C:6]2[S:10][C:9]([C:15]3[CH:16]=[C:17]4[C:21](=[C:22]([C:24]([NH2:26])=[O:25])[CH:23]=3)[NH:20][CH:19]=[C:18]4[CH:27]3[CH2:28][CH2:29][N:30]([S:33]([CH2:36][CH3:37])(=[O:34])=[O:35])[CH2:31][CH2:32]3)=[CH:8][CH:7]=2)[CH2:3][CH2:2]1 |f:2.3.4,^1:47,49,68,87|. The product is C1(CC1)NCC1=CC=C(S1)C=1C=C2C(=CNC2=C(C1)C(=O)N)C1CCN(CC1)S(=O)(=O)CC (5-{5-[(cyclopropylamino)methyl]-2-thienyl}-3-[1-(ethylsulfonyl)-4-piperidinyl]-1H-indole-7-carboxamide). Reagents/catalysts: C=1C=CC(=CC1)[P](C=2C=CC=CC2)(C=3C=CC=CC3)[Pd]([P](C=4C=CC=CC4)(C=5C=CC=CC5)C=6C=CC=CC6)([P](C=7C=CC=CC7)(C=8C=CC=CC8)C=9C=CC=CC9)[P](C=1C=CC=CC1)(C=1C=CC=CC1)C=1C=CC=CC1 (tetrakis(triphenylphosphine)palladium(0)). Procedure details: Following the general procedure of 5-{5-[(ethylamino)methyl]-2-thienyl}-3-[1-(ethylsulfonyl)-4-piperidinyl]-1H-indole-7-carboxamide, (5-formyl-2-thienyl)boronic acid (50 mg, 0.32 mmol), cyclopropylamine (0.022 mL, 0.32 mmol), and NaCNBH3 (40 mg, 0.64 mmol) were reacted to give 63 mg of crude {5-[(cyclopropylamino)methyl]-2-thienyl}boronic acid. The crude {5-[(cyclopropylamino)methyl]-2-thienyl}boronic acid was then reacted with 5-bromo-3-[1-(ethylsulfonyl)-4-piperidinyl]-1H-indole-7-carboxamide ... Reactants: C1(CC1)NCC1=CC=C(S1)B(O)O ({5-[(cyclopropylamino)methyl]-2-thienyl}boronic acid), BrC=1C=C2C(=CNC2=C(C1)C(=O)N)C1CCN(CC1)S(=O)(=O)CC (5-bromo-3-[1-(ethylsulfonyl)-4-piperidinyl]-1H-indole-7-carboxamide), C([O-])([O-])=O.[K+].[K+] (potassium carbonate). The reactants are FC(C(=O)C=1C=C2C=NN(C2=CC1)C1=CC=C(C=C1)F)(F)F (2,2,2-trifluoro-1-[1-(4-fluorophenyl)-1H-indazol-5-yl]ethanone), crude product, Cl (HCl), C[Si](C=1SC=CN1)(C)C (2-trimethylsilanyl-thiazole), [Li]CCCC (n-BuLi). Run in CCOCC (ether), C1CCOC1 (THF), CCOCC (ether). Reaction conditions: time 30 minute. Yields the product FC(C(O)(C1=CN=CS1)C=1C=C2C=NN(C2=CC1)C1=CC=C(C=C1)F)(F)F (2,2,2-Trifluoro-1-[1-(4-fluorophenyl)-1H-indazol-5-yl]-1-thiazol-5-ylethanol). As a reaction SMILES: C[Si](C)(C)[C:3]1[S:4][CH:5]=[CH:6][N:7]=1.[Li]CCCC.[F:15][C:16]([F:36])([F:35])[C:17]([C:19]1[CH:20]=[C:21]2[C:25](=[CH:26][CH:27]=1)[N:24]([C:28]1[CH:33]=[CH:32][C:31]([F:34])=[CH:30][CH:29]=1)[N:23]=[CH:22]2)=[O:18].Cl>CCOCC.C1COCC1>[F:36][C:16]([F:15])([F:35])[C:17]([C:19]1[CH:20]=[C:21]2[C:25](=[CH:26][CH:27]=1)[N:24]([C:28]1[CH:33]=[CH:32][C:31]([F:34])=[CH:30][CH:29]=1)[N:23]=[CH:22]2)([C:5]1[S:4][CH:3]=[N:7][CH:6]=1)[OH:18]. Reported procedure: To a chilled (−78° C.) solution of 2-trimethylsilanyl-thiazole (157 mg, 1.00 mmol) in dry ether (2 mL) was added n-BuLi (440 μL, 2.5 M in hexanes, 1.10 mmol). After 30 minutes, a solution of 2,2,2-trifluoro-1-[1-(4-fluorophenyl)-1H-indazol-5-yl]ethanone (154 mg, 0.50 mmol) in dry ether (2 mL) was added. After 1 hour, the mixture was warmed to room temperature, quenched with 10 mL of saturated aqueous sodium bicarbonate and extracted with three 10 mL portions of ethyl ether. The combined organic ... Starting materials: COC(=O)c1cccc([N+](=O)[O-])c1NCc1ccc(-c2ccccc2C#N)cc1, C1CCOC1, CO, NN, O. The product is COC(=O)c1cccc(N)c1NCc1ccc(-c2ccccc2C#N)cc1. RXN SMILES: [C:1](#[N:2])[c:3]1[c:4](-[c:9]2[cH:10][cH:11][c:12]([CH2:15][NH:16][c:17]3[c:18]([C:19](=[O:20])[O:21][CH3:22])[cH:23][cH:24][cH:25][c:26]3[N+:27]([O-:28])=[O:29])[cH:13][cH:14]2)[cH:5][cH:6][cH:7][cH:8]1.[CH2:35]1[O:36][CH2:37][CH2:38][CH2:39]1.[CH3:33][OH:34].[NH2:31][NH2:32].[OH2:30]>>[C:1](#[N:2])[c:3]1[c:4](-[c:9]2[cH:10][cH:11][c:12]([CH2:15][NH:16][c:17]3[c:18]([C:19](=[O:20])[O:21][CH3:22])[cH:23][cH:24][cH:25][c:26]3[NH2:27])[cH:13][cH:14]2)[cH:5][cH:6][cH:7][cH:8]1. The reactants are CCOc1cc(NC(=O)OC(C)(C)C)c(NC(=O)CC(=O)c2cccc(-c3ccnc(C)c3)c2)cc1Cl, ClCCl, O=C(O)C(F)(F)F. Yields the product CCOc1cc2c(cc1Cl)NC(=O)CC(c1cccc(-c3ccnc(C)c3)c1)=N2. RXN SMILES: [C:1]([O:2][C:3](=[O:4])[NH:7][c:8]1[c:9]([NH:18][C:19]([CH2:20][C:21](=[O:5])[c:23]2[cH:24][c:25](-[c:29]3[cH:30][c:31]([CH3:35])[n:32][cH:33][cH:34]3)[cH:26][cH:27][cH:28]2)=[O:36])[cH:10][c:11]([Cl:17])[c:12]([O:14][CH2:15][CH3:16])[cH:13]1)([CH3:6])([CH3:22])[CH3:37].[Cl:45][CH2:46][Cl:47].[F:38][C:39]([F:40])([F:41])[C:42]([OH:43])=[O:44]>>[N:7]1=[C:21]([c:23]2[cH:24][c:25](-[c:29]3[cH:30][c:31]([CH3:35])[n:32][cH:33][cH:34]3)[cH:26][cH:27][cH:28]2)[CH2:20][C:19](=[O:36])[NH:18][c:9]2[c:8]1[cH:13][c:12]([O:14][CH2:15][CH3:16])[c:11]([Cl:17])[cH:10]2. Starting materials: C(C)OC(COC=1C=2CC3=C(N=C(S3)S)C2C=CC1)=O (ethyl[(2-mercapto-8H-indeno[1,2-d]thiazol-7-yl)oxy]acetate), [Br-].C1(=CC=CC=C1)CC1=CC=CC=C1 (diphenylmethane bromide). Yields the product C1(=CC=CC=C1)C(SC=1SC2=C(N1)C=1C=CC=C(C1C2)OCC(=O)O)C2=CC=CC=C2 ([(2-Diphenylmethylthio-8H-indeno[1,2-d]thiazol-7-yl)oxy]acetic Acid). Isolated yield 61.0%. As a reaction SMILES: C([O:3][C:4](=[O:20])[CH2:5][O:6][C:7]1[C:8]2[CH2:9][C:10]3[S:14][C:13]([SH:15])=[N:12][C:11]=3[C:16]=2[CH:17]=[CH:18][CH:19]=1)C.[Br-].[C:22]1([CH2:28][C:29]2[CH:34]=[CH:33][CH:32]=[CH:31][CH:30]=2)[CH:27]=[CH:26][CH:25]=[CH:24][CH:23]=1>>[C:22]1([CH:28]([C:29]2[CH:30]=[CH:31][CH:32]=[CH:33][CH:34]=2)[S:15][C:13]2[S:14][C:10]3[CH2:9][C:8]4[C:7]([O:6][CH2:5][C:4]([OH:3])=[O:20])=[CH:19][CH:18]=[CH:17][C:16]=4[C:11]=3[N:12]=2)[CH:27]=[CH:26][CH:25]=[CH:24][CH:23]=1 |f:1.2|. Procedure details: Using ethyl[(2-mercapto-8H-indeno[1,2-d]thiazol-7-yl)oxy]acetate and diphenylmethane bromide, the procedure of Example 21 was otherwise repeated to synthesize the title compound. Yield 61%. The reactants are CC(C)C[Al+]CC(C)C, C1CCOC1, Cc1ccccc1, CCOC(=O)c1c(C2CCCC2)noc1C1CCCC1, [H-]. Yields the product OCc1c(C2CCCC2)noc1C1CCCC1. Reaction SMILES: [CH2:22]([Al+:23][CH2:24][CH:25]([CH3:26])[CH3:27])[CH:28]([CH3:29])[CH3:30].[CH2:38]1[O:39][CH2:40][CH2:41][CH2:42]1.[CH3:31][c:32]1[cH:33][cH:34][cH:35][cH:36][cH:37]1.[CH:1]1([c:6]2[n:7][o:8][c:9]([CH:16]3[CH2:17][CH2:18][CH2:19][CH2:20]3)[c:10]2[C:11](=[O:12])[O:13][CH2:14][CH3:15])[CH2:2][CH2:3][CH2:4][CH2:5]1.[H-:21]>>[CH:1]1([c:6]2[n:7][o:8][c:9]([CH:16]3[CH2:17][CH2:18][CH2:19][CH2:20]3)[c:10]2[CH2:11][OH:12])[CH2:2][CH2:3][CH2:4][CH2:5]1.